Dataset: the Open Reaction Database (ORD), a public repository of structured organic reaction records. Task: describe an organic reaction: reactants, conditions, products, and yield Reactants: CCOC(=O)NC(C(=O)O)C(C)(C)SCC(=O)OC(C)(C)C, COC(=O)C1CCCN1, Cl. Product: CCOC(=O)NC(C(=O)N1CCCC1C(=O)OC)C(C)(C)SCC(=O)OC(C)(C)C. Reaction SMILES: [C:11]([CH3:12])([CH3:13])([CH3:14])[O:15][C:16](=[O:17])[CH2:18][S:19][C:20]([CH:21]([C:22](=[O:23])[OH:24])[NH:25][C:26](=[O:27])[O:28][CH2:29][CH3:30])([CH3:31])[CH3:32].[CH3:2][O:3][C:4]([CH:5]1[NH:6][CH2:7][CH2:8][CH2:9]1)=[O:10].[ClH:1]>>[CH3:2][O:3][C:4]([CH:5]1[N:6]([C:22]([CH:21]([C:20]([S:19][CH2:18][C:16]([O:15][C:11]([CH3:12])([CH3:13])[CH3:14])=[O:17])([CH3:31])[CH3:32])[NH:25][C:26](=[O:27])[O:28][CH2:29][CH3:30])=[O:23])[CH2:7][CH2:8][CH2:9]1)=[O:10]. Starting materials: C(#N)C=1C=C(CN2C([C@H](CC2)NS(=O)(=O)C2=CC3=CC(=CC=C3C=C2)OC)=O)C=CC1 (7-methoxynaphthalene-2-sulfonic acid [1-(3-cyanobenzyl)-2-oxopyrrolidin-3-(S)-yl]amide), CC=1C=C(CBr)C=CC1 (3-methylbenzyl bromide). Product: C(#N)C=1C=C(CN2C([C@H](CC2)N(S(=O)(=O)C2=CC3=CC(=CC=C3C=C2)OC)CC2=CC(=CC=C2)C)=O)C=CC1 (7-Methoxy-2-napthalenesulfonic acid [1-(3-cyanobenzyl)-2-oxopyrrolidin-3-(S)-yl](3-methylbenzyl)amide). Reaction SMILES: [C:1]([C:3]1[CH:4]=[C:5]([CH:29]=[CH:30][CH:31]=1)[CH2:6][N:7]1[CH2:11][CH2:10][C@H:9]([NH:12][S:13]([C:16]2[CH:25]=[CH:24][C:23]3[C:18](=[CH:19][C:20]([O:26][CH3:27])=[CH:21][CH:22]=3)[CH:17]=2)(=[O:15])=[O:14])[C:8]1=[O:28])#[N:2].[CH3:32][C:33]1[CH:34]=[C:35]([CH:38]=[CH:39][CH:40]=1)[CH2:36]Br>>[C:1]([C:3]1[CH:4]=[C:5]([CH:29]=[CH:30][CH:31]=1)[CH2:6][N:7]1[CH2:11][CH2:10][C@H:9]([N:12]([CH2:32][C:33]2[CH:40]=[CH:39][CH:38]=[C:35]([CH3:36])[CH:34]=2)[S:13]([C:16]2[CH:25]=[CH:24][C:23]3[C:18](=[CH:19][C:20]([O:26][CH3:27])=[CH:21][CH:22]=3)[CH:17]=2)(=[O:15])=[O:14])[C:8]1=[O:28])#[N:2]. Reported procedure: The title compound is prepared as described in EXAMPLE 25, Part A using 7-methoxynaphthalene-2-sulfonic acid [1-(3-cyanobenzyl)-2-oxopyrrolidin-3-(S)-yl]amide, prepared as described in EXAMPLE 43, Part A, and 3-methylbenzyl bromide. The crude product is purified by column chromatography eluting with gradient of 40% EtOAc/hexanes to 50% EtOAc/hexanes to afford the title compound as a white foam.